This data is from the Open Reaction Database (ORD), a public repository of structured organic reaction records. The task is: describe an organic reaction: reactants, conditions, products, and yield Reactants: COC(=O)C1=C(OC(=C1)C(C)O)C (5-(1-hydroxy-ethyl)-2-methyl-furan-3-carboxylic acid methyl ester). Reagents/catalysts: [O-2].[O-2].[Mn+4] (Manganese dioxide). The solvent is ClCCl (dichloromethane). Run at time 72 hour. The product is COC(=O)C1=C(OC(=C1)C(C)=O)C (5-acetyl-2-methyl-furan-3-carboxylic acid methyl ester). The yield is 83.5%. As a reaction SMILES: [CH3:1][O:2][C:3]([C:5]1[CH:9]=[C:8]([CH:10]([OH:12])[CH3:11])[O:7][C:6]=1[CH3:13])=[O:4]>ClCCl.[O-2].[O-2].[Mn+4]>[CH3:1][O:2][C:3]([C:5]1[CH:9]=[C:8]([C:10](=[O:12])[CH3:11])[O:7][C:6]=1[CH3:13])=[O:4] |f:2.3.4|. Procedure details: Manganese dioxide (669 g) is added portionwise to a solution of 5-(1-hydroxy-ethyl)-2-methyl-furan-3-carboxylic acid methyl ester (94.5 g) in dichloromethane (1000 ml). After 72 hours at room temperature, the reaction mixture is filtered through a plug of silica gel and the filtration cake is washed several times with ethyl acetate. The filtrate is concentrated in verve to yield 5-acetyl-2-methyl-furan-3-carboxylic acid methyl ester (78 g) as a yellow solid. The crude product obtained is used wi... Starting materials: ClC(Cl)(Cl)Cl, CC(=O)O, C=CS(=O)(=O)c1cccc([N+](=O)[O-])c1, ClSc1ccccc1. The product is O=[N+]([O-])c1cccc(S(=O)(=O)C(CCl)Sc2ccccc2)c1. RXN SMILES: [C:23]([Cl:24])([Cl:25])([Cl:26])[Cl:27].[CH3:28][C:29](=[O:30])[OH:31].[CH:1](=[CH2:2])[S:3](=[O:4])(=[O:5])[c:6]1[cH:7][c:8]([N+:12](=[O:13])[O-:14])[cH:9][cH:10][cH:11]1.[c:15]1([S:21][Cl:22])[cH:16][cH:17][cH:18][cH:19][cH:20]1>>[CH:1]([CH2:2][Cl:24])([S:3](=[O:4])(=[O:5])[c:6]1[cH:7][c:8]([N+:12](=[O:13])[O-:14])[cH:9][cH:10][cH:11]1)[S:21][c:15]1[cH:16][cH:17][cH:18][cH:19][cH:20]1. Starting materials: C(C(=C)C)(=O)OC (methyl methacrylate), C(C(=C)C)(=O)O (methacrylic acid), C(C1=CC=CC=C1)(=O)OOC(C1=CC=CC=C1)=O (benzoyl peroxide). The solvent is O1CCOCC1 (dioxane). Conditions: temperature 80 celsius. Product: C(C(=C)C)(=O)OC.C(C(=C)C)(=O)O (methyl methacrylate methacrylic acid). As a reaction SMILES: [C:1]([O:6][CH3:7])(=[O:5])[C:2]([CH3:4])=[CH2:3].[C:8]([OH:13])(=[O:12])[C:9]([CH3:11])=[CH2:10].C(OOC(=O)C1C=CC=CC=1)(=O)C1C=CC=CC=1>O1CCOCC1>[C:1]([O:6][CH3:7])(=[O:5])[C:2]([CH3:4])=[CH2:3].[C:8]([OH:13])(=[O:12])[C:9]([CH3:11])=[CH2:10] |f:4.5|. Reported procedure: 9.0 g of methyl methacrylate, 0.86 g of methacrylic acid (charging ratio by mole=9/1), and 50 mg of benzoyl peroxide were dissolved in 50 g of dioxane, followed by heating the solution at 80° C. for 4 hours with agitation while purging with nitrogen and subsequently charging into a large amount of water. The resulting polymer was dissolved in a small amount of acetone and dropped into a large amount of a methanol/water mixture for re-precipitation, followed by drying in vacuo to obtain methyl me... Starting materials: N1CCCCC1 (Piperidine), COS(=O)(=O)[O-].C[N+]=1N(C(=CC1C1=CC=CC=C1)Cl)C (1,2-dimethyl 3-chloro-5-phenylpyrazolium methyl sulfate). Run in C(C)O (ethanol). The product is COS(=O)(=O)[O-].C[N+]=1N(C(=CC1N1CCCCC1)C1=CC=CC=C1)C (1,2-dimethyl-3-phenyl-5-piperidinopyrazolium methyl sulfate). As a reaction SMILES: [NH:1]1[CH2:6][CH2:5][CH2:4][CH2:3][CH2:2]1.[CH3:7][O:8][S:9]([O-:12])(=[O:11])=[O:10].[CH3:13][N+:14]1[N:15]([CH3:26])[C:16](Cl)=[CH:17][C:18]=1[C:19]1[CH:24]=[CH:23][CH:22]=[CH:21][CH:20]=1>C(O)C>[CH3:7][O:8][S:9]([O-:12])(=[O:11])=[O:10].[CH3:26][N+:15]1[N:14]([CH3:13])[C:18]([C:19]2[CH:20]=[CH:21][CH:22]=[CH:23][CH:24]=2)=[CH:17][C:16]=1[N:1]1[CH2:6][CH2:5][CH2:4][CH2:3][CH2:2]1 |f:1.2,4.5|. Procedure details: Piperidine (2.56 g, 0.03 mole) is added to 1,2-dimethyl 3-chloro-5-phenylpyrazolium methyl sulfate (4.77 g, 0.015 mole) in absolute ethanol (30 ml) and the mixture stirred with a bar magnet and heated under reflux for 4 hours. After cooling, the reaction mixture is evaporated under reduced pressure to a brown oil, and then dissolved in 50 ml of aqueous saturated sodium bicarbonate solution. The aqueous layer is extracted with ether and this organic layer discarded, then with chloroform (3×100 ml... Starting materials: ClC=1C=CC(=C(C1)C1=NNC=C1NC(=O)C=1C=NN2C1N=CC=C2)OC(F)F (N-[3-[5-chloro-2-(difluoromethoxy)phenyl]-1H-pyrazol-4-yl]pyrazolo[1,5-a]-pyrimidine-3-carboxamide), C(=O)([O-])[O-].[Cs+].[Cs+] (Cs2CO3), ClC[C@H](C)N(C)CC1=CC=C(C=C1)OC ([(2S)-1-chloropropan-2-yl][(4-methoxyphenyl)methyl]methylamine). The solvent is CN(C)C=O (DMF). The product is ClC=1C=CC(=C(C1)C1=NN(C=C1NC(=O)C=1C=NN2C1N=CC=C2)C[C@H](C)N(C)CC2=CC=C(C=C2)OC)OC(F)F (N-[3-[5-chloro-2-(difluoromethoxy)phenyl]-1-[(2S)-2-[[(4-methoxyphenyl)methyl](methyl)amino]propyl]-1H-pyrazol-4-yl]pyrazolo[1,5-a]pyrimidine-3-carboxamide), ClC=1C=CC(=C(C1)C1=C(C=NN1C[C@H](C)N(C)CC1=CC=C(C=C1)OC)NC(=O)C=1C=NN2C1N=CC=C2)OC(F)F (N-[5-[5-chloro-2-(difluoromethoxy)phenyl]-1-[(2S)-2-[[(4-methoxyphenyl)methyl](methyl)amino]propyl]-1H-pyrazol-4-yl]pyrazolo[1,5-a]pyrimidine-3-carboxamide). Reaction SMILES: [Cl:1][C:2]1[CH:3]=[CH:4][C:5]([O:25][CH:26]([F:28])[F:27])=[C:6]([C:8]2[C:12]([NH:13][C:14]([C:16]3[CH:17]=[N:18][N:19]4[CH:24]=[CH:23][CH:22]=[N:21][C:20]=34)=[O:15])=[CH:11][NH:10][N:9]=2)[CH:7]=1.C([O-])([O-])=O.[Cs+].[Cs+].Cl[CH2:36][C@@H:37]([N:39]([CH2:41][C:42]1[CH:47]=[CH:46][C:45]([O:48][CH3:49])=[CH:44][CH:43]=1)[CH3:40])[CH3:38]>CN(C=O)C>[Cl:1][C:2]1[CH:3]=[CH:4][C:5]([O:25][CH:26]([F:28])[F:27])=[C:6]([C:8]2[C:12]([NH:13][C:14]([C:16]3[CH:17]=[N:18][N:19]4[CH:24]=[CH:23][CH:22]=[N:21][C:20]=34)=[O:15])=[CH:11][N:10]([CH2:38][C@@H:37]([N:39]([CH2:41][C:42]3[CH:43]=[CH:44][C:45]([O:48][CH3:49])=[CH:46][CH:47]=3)[CH3:40])[CH3:36])[N:9]=2)[CH:7]=1.[Cl:1][C:2]1[CH:3]=[CH:4][C:5]([O:25][CH:26]([F:28])[F:27])=[C:6]([C:8]2[N:9]([CH2:38][C@@H:37]([N:39]([CH2:41][C:42]3[CH:43]=[CH:44][C:45]([O:48][CH3:49])=[CH:46][CH:47]=3)[CH3:40])[CH3:36])[N:10]=[CH:11][C:12]=2[NH:13][C:14]([C:16]2[CH:17]=[N:18][N:19]3[CH:24]=[CH:23][CH:22]=[N:21][C:20]=23)=[O:15])[CH:7]=1 |f:1.2.3|. Procedure details: A 20-mL microwave vial was charged with N-[3-[5-chloro-2-(difluoromethoxy)phenyl]-1H-pyrazol-4-yl]pyrazolo[1,5-a]-pyrimidine-3-carboxamide (400 mg, 0.99 mmol), Cs2CO3 (652 mg, 2.00 mmol), DMF (10 mL) and [(2S)-1-chloropropan-2-yl][(4-methoxyphenyl)methyl]methylamine (454 mg, 1.99 mmol). The vessel was evacuated and refilled with nitrogen 3 times. The final reaction mixture was irradiated with microwave radiation for 30 min at 120° C. The reaction was then quenched by the addition of 50 mL of wat... Reactants: CCOC(=O)c1ccc(F)c(Br)c1, [F-], [K+], C1COCCO1. Product: C=Cc1cc(C(=O)OCC)ccc1F. As a reaction SMILES: [Br:1][c:2]1[cH:3][c:4]([C:5](=[O:6])[O:7][CH2:8][CH3:9])[cH:10][cH:11][c:12]1[F:13].[F-:14].[K+:15].[O:16]1[CH2:17][CH2:18][O:21][CH2:20][CH2:19]1>>[c:2]1([CH:17]=[CH2:18])[cH:3][c:4]([C:5](=[O:6])[O:7][CH2:8][CH3:9])[cH:10][cH:11][c:12]1[F:13].